Dataset: the Open Reaction Database (ORD), a public repository of structured organic reaction records. Task: describe an organic reaction: reactants, conditions, products, and yield Reactants: CCOCC (ether), O=C1C(=CN=C2N1C=NC=1C=CC(=CC21)NC(C(C(CC)C)C)=O)C(=O)O (4-oxo-10-(2,3-dimethylpentanamido)-4H-pyrimido[1,2-C]quinazoline-3-carboxylic acid), [OH-].[Na+] (sodium hydroxide), CO (methanol). Run in CN(C=O)C (N,N-dimethylformamide). Run at temperature 50 celsius. Yields the product O=C1C(=CN=C2N1C=NC=1C=CC(=CC21)NC(C(C(CC)C)C)=O)C(=O)[O-].[Na+] (sodium 4-oxo-10-(2,3-dimethylpentanamido)-4H-pyrimido[1,2-C]-quinazoline-3-carboxylate). Isolated yield 57.1%. RXN SMILES: [O:1]=[C:2]1[N:7]2[CH:8]=[N:9][C:10]3[CH:11]=[CH:12][C:13]([NH:16][C:17](=[O:24])[CH:18]([CH3:23])[CH:19]([CH3:22])[CH2:20][CH3:21])=[CH:14][C:15]=3[C:6]2=[N:5][CH:4]=[C:3]1[C:25]([OH:27])=[O:26].CO.[OH-].[Na+:31].CCOCC>CN(C)C=O>[O:1]=[C:2]1[N:7]2[CH:8]=[N:9][C:10]3[CH:11]=[CH:12][C:13]([NH:16][C:17](=[O:24])[CH:18]([CH3:23])[CH:19]([CH3:22])[CH2:20][CH3:21])=[CH:14][C:15]=3[C:6]2=[N:5][CH:4]=[C:3]1[C:25]([O-:27])=[O:26].[Na+:31] |f:2.3,6.7|. Procedure: To a suspension of 4-oxo-10-(2,3-dimethylpentanamido)-4H-pyrimido[1,2-C]quinazoline-3-carboxylic acid (7.3 g) in N,N-dimethylformamide (120 ml) was added methanol (140 ml) under stirring at 50° C. To this solution was added dropwise sodium hydroxide solution (sodium hydroxide 0.79 g in water 2.37 ml and ethanol 15.8 ml) under stirring for 15 minutes at ambient temperature, and was stirred for 30 minutes at ambient temperature. To this solution ether (250 ml) was added and stirred. The precipitat... The reactants are COC(=O)CC1c2cccc(F)c2N=C(N2CCN(c3cccc(C)c3)CC2)N1c1cc(C(F)(F)F)ccc1OC, [Na+], C1COCCO1, [OH-]. The product is COc1ccc(C(F)(F)F)cc1N1C(N2CCN(c3cccc(C)c3)CC2)=Nc2c(F)cccc2C1CC(=O)O. Reaction SMILES: [F:1][c:2]1[cH:3][cH:4][cH:5][c:6]2[c:11]1[N:10]=[C:9]([N:12]1[CH2:13][CH2:14][N:15]([c:18]3[cH:19][c:20]([CH3:24])[cH:21][cH:22][cH:23]3)[CH2:16][CH2:17]1)[N:8]([c:25]1[c:26]([O:35][CH3:36])[cH:27][cH:28][c:29]([C:31]([F:32])([F:33])[F:34])[cH:30]1)[CH:7]2[CH2:37][C:38](=[O:39])[O:40][CH3:41].[Na+:43].[O:44]1[CH2:45][CH2:46][O:47][CH2:48][CH2:49]1.[OH-:42]>>[F:1][c:2]1[cH:3][cH:4][cH:5][c:6]2[c:11]1[N:10]=[C:9]([N:12]1[CH2:13][CH2:14][N:15]([c:18]3[cH:19][c:20]([CH3:24])[cH:21][cH:22][cH:23]3)[CH2:16][CH2:17]1)[N:8]([c:25]1[c:26]([O:35][CH3:36])[cH:27][cH:28][c:29]([C:31]([F:32])([F:33])[F:34])[cH:30]1)[CH:7]2[CH2:37][C:38](=[O:39])[OH:40].